This data is from the Open Reaction Database (ORD), a public repository of structured organic reaction records. The task is: describe an organic reaction: reactants, conditions, products, and yield Reactants: Cc1cc(C)c2c(n1)Nc1ccccc1N(C)C2=O, [H-], [Na+], ClCCN1CCOCC1, CN(C)C=O. Product: Cc1cc(C)c2c(n1)N(CCN1CCOCC1)c1ccccc1N(C)C2=O. Reaction SMILES: [CH3:1][c:2]1[cH:3][c:4]([CH3:19])[c:5]2[c:6]([n:18]1)[NH:7][c:8]1[c:9]([cH:14][cH:15][cH:16][cH:17]1)[N:10]([CH3:13])[C:11]2=[O:12].[H-:20].[Na+:21].[O:22]1[CH2:23][CH2:24][N:25]([CH2:28][CH2:29][Cl:30])[CH2:26][CH2:27]1.[O:31]=[CH:32][N:33]([CH3:34])[CH3:35]>>[CH3:1][c:2]1[cH:3][c:4]([CH3:19])[c:5]2[c:6]([n:18]1)[N:7]([CH2:29][CH2:28][N:25]1[CH2:24][CH2:23][O:22][CH2:27][CH2:26]1)[c:8]1[c:9]([cH:14][cH:15][cH:16][cH:17]1)[N:10]([CH3:13])[C:11]2=[O:12]. Reactants: ClC1=C(C(=C(C=C1OC)OC)Cl)C1=CC2=C(C=N1)C(=NN2)I (6-(2,6-dichloro-3,5-dimethoxyphenyl)-3-iodo-1H-pyrazolo[4,3-c]pyridine), CC1(OB(OC1(C)C)C=1C=NN(C1)C(C#N)C)C (2-[4-(4,4,5,5-tetramethyl-1,3,2-dioxaborolan-2-yl)-1H-pyrazol-1-yl]propanenitrile). The product is ClC1=C(C(=C(C=C1OC)OC)Cl)C1=CC2=C(C=N1)C(=NN2)C=2C=NN(C2)C(C#N)C (2-{4-[6-(2,6-dichloro-3,5-dimethoxyphenyl)-1H-pyrazolo[4,3-c]pyridin-3-yl]-1H-pyrazol-1-yl}propanenitrile). RXN SMILES: [Cl:1][C:2]1[C:7]([O:8][CH3:9])=[CH:6][C:5]([O:10][CH3:11])=[C:4]([Cl:12])[C:3]=1[C:13]1[N:18]=[CH:17][C:16]2[C:19](I)=[N:20][NH:21][C:15]=2[CH:14]=1.CC1(C)C(C)(C)OB([C:31]2[CH:32]=[N:33][N:34]([CH:36]([CH3:39])[C:37]#[N:38])[CH:35]=2)O1>>[Cl:1][C:2]1[C:7]([O:8][CH3:9])=[CH:6][C:5]([O:10][CH3:11])=[C:4]([Cl:12])[C:3]=1[C:13]1[N:18]=[CH:17][C:16]2[C:19]([C:31]3[CH:32]=[N:33][N:34]([CH:36]([CH3:39])[C:37]#[N:38])[CH:35]=3)=[N:20][NH:21][C:15]=2[CH:14]=1. Reported procedure: This compound was prepared by using procedures analogous to those described for the synthesis of Example 4, Step 2 starting from 6-(2,6-dichloro-3,5-dimethoxyphenyl)-3-iodo-1H-pyrazolo[4,3-c]pyridine and 2-[4-(4,4,5,5-tetramethyl-1,3,2-dioxaborolan-2-yl)-1H-pyrazol-1-yl]propanenitrile. LCMS (M+H)+=443.0/445.0. 1H NMR (300 MHz, DMSO-d6) δ: 9.39 (s, 1H), 8.66 (s, 1H), 8.27 (s, 1H), 7.42 (s, 1H), 7.00 (s, 1H), 5.91 (q, J=7.1 Hz, 1H), 3.96 (s, 6H), 1.88 (d, J=7.1 Hz, 3H). Starting materials: C1CCOC1, Cn1c(Oc2ccc(N)cc2)nc2ccccc21, O=[N+]([O-])c1c(Cl)ncnc1Cl, O. Product: Cn1c(Oc2ccc(Nc3ncnc(Cl)c3[N+](=O)[O-])cc2)nc2ccccc21. As a reaction SMILES: [CH2:31]1[O:32][CH2:33][CH2:34][CH2:35]1.[CH3:1][n:2]1[c:3]([O:11][c:12]2[cH:13][cH:14][c:15]([NH2:16])[cH:17][cH:18]2)[n:4][c:5]2[c:6]1[cH:7][cH:8][cH:9][cH:10]2.[Cl:19][c:20]1[n:21][cH:22][n:23][c:24]([Cl:29])[c:25]1[N+:26](=[O:27])[O-:28].[OH2:30]>>[CH3:1][n:2]1[c:3]([O:11][c:12]2[cH:13][cH:14][c:15]([NH:16][c:24]3[n:23][cH:22][n:21][c:20]([Cl:19])[c:25]3[N+:26](=[O:27])[O-:28])[cH:17][cH:18]2)[n:4][c:5]2[c:6]1[cH:7][cH:8][cH:9][cH:10]2. The reactants are Cc1ccc(CC(=O)O)cc1OCCN1C(C)CN(c2ncc(Br)s2)CC1C, CN(C)C=O, OB(O)c1cc(F)ccc1F, [Na+], [Na+], O=C([O-])[O-], O, [Pd], c1ccc(P(c2ccccc2)c2ccccc2)cc1, c1ccc(P(c2ccccc2)c2ccccc2)cc1, c1ccc(P(c2ccccc2)c2ccccc2)cc1, c1ccc(P(c2ccccc2)c2ccccc2)cc1. The product is Cc1ccc(CC(=O)O)cc1OCCN1C(C)CN(c2ncc(-c3cc(F)ccc3F)s2)CC1C. Reaction SMILES: [Br:1][c:2]1[cH:3][n:4][c:5]([N:7]2[CH2:8][CH:9]([CH3:28])[N:10]([CH2:14][CH2:15][O:16][c:17]3[cH:18][c:19]([CH2:24][C:25](=[O:26])[OH:27])[cH:20][cH:21][c:22]3[CH3:23])[CH:11]([CH3:13])[CH2:12]2)[s:6]1.[CH3:46][N:47]([CH3:48])[CH:49]=[O:50].[F:29][c:30]1[c:31]([B:37]([OH:38])[OH:39])[cH:32][c:33]([F:36])[cH:34][cH:35]1.[Na+:40].[Na+:41].[O-:42][C:43](=[O:44])[O-:45].[OH2:128].[Pd:51].[c:109]1([P:110]([c:111]2[cH:112][cH:113][cH:114][cH:115][cH:116]2)[c:117]2[cH:118][cH:119][cH:120][cH:121][cH:122]2)[cH:123][cH:124][cH:125][cH:126][cH:127]1.[c:52]1([P:53]([c:54]2[cH:55][cH:56][cH:57][cH:58][cH:59]2)[c:60]2[cH:61][cH:62][cH:63][cH:64][cH:65]2)[cH:66][cH:67][cH:68][cH:69][cH:70]1.[c:71]1([P:72]([c:73]2[cH:74][cH:75][cH:76][cH:77][cH:78]2)[c:79]2[cH:80][cH:81][cH:82][cH:83][cH:84]2)[cH:85][cH:86][cH:87][cH:88][cH:89]1.[c:90]1([P:91]([c:92]2[cH:93][cH:94][cH:95][cH:96][cH:97]2)[c:98]2[cH:99][cH:100][cH:101][cH:102][cH:103]2)[cH:104][cH:105][cH:106][cH:107][cH:108]1>>[c:2]1(-[c:31]2[c:30]([F:29])[cH:35][cH:34][c:33]([F:36])[cH:32]2)[cH:3][n:4][c:5]([N:7]2[CH2:8][CH:9]([CH3:28])[N:10]([CH2:14][CH2:15][O:16][c:17]3[cH:18][c:19]([CH2:24][C:25](=[O:26])[OH:27])[cH:20][cH:21][c:22]3[CH3:23])[CH:11]([CH3:13])[CH2:12]2)[s:6]1. Reactants: ClC(C)OCCCC (n-butyl 1-chloroethyl ether), N1N=CN=C1 (1,2,4-triazole). Solvent: C(C)#N (acetonitrile). Product: N1(N=CN=C1)C(C)OCCCC (n-Butyl 1-(1,2,4-triazol-1-yl)-ethyl ether). As a reaction SMILES: Cl[CH:2]([O:4][CH2:5][CH2:6][CH2:7][CH3:8])[CH3:3].[NH:9]1[CH:13]=[N:12][CH:11]=[N:10]1>C(#N)C>[N:9]1([CH:2]([O:4][CH2:5][CH2:6][CH2:7][CH3:8])[CH3:3])[CH:13]=[N:12][CH:11]=[N:10]1. Procedure: Crude n-butyl 1-chloroethyl ether (Straus and Weber, Ann, 1932, 498, 124) was treated with 1,2,4-triazole (2.4 g) in acetonitrile (50 ml) to give at once a precipitate. The mixture was refluxed for 2 hours. The solvent was removed under reduced pressure. The residue was treated with water and extracted with diethyl ether. The ethereal layer was washed with water and dried over magnesium sulphate, and the solvent was removed to give the title product as a colourless oil, which was shown by GLC to... Starting materials: CSc1nc(Cl)c2ccc(=O)n(-c3ccc(F)cc3F)c2n1, ClCCl, O=C(OO)c1cccc(Cl)c1. Product: CS(=O)c1nc(Cl)c2ccc(=O)n(-c3ccc(F)cc3F)c2n1. As a reaction SMILES: [Cl:1][c:2]1[c:3]2[c:4]([n:5][c:6]([S:8][CH3:9])[n:7]1)[n:10](-[c:15]1[c:16]([F:22])[cH:17][c:18]([F:21])[cH:19][cH:20]1)[c:11](=[O:14])[cH:12][cH:13]2.[Cl:34][CH2:35][Cl:36].[OH:23][O:24][C:25]([c:26]1[cH:27][c:28]([Cl:29])[cH:30][cH:31][cH:32]1)=[O:33]>>[Cl:1][c:2]1[c:3]2[c:4]([n:5][c:6]([S:8]([CH3:9])=[O:23])[n:7]1)[n:10](-[c:15]1[c:16]([F:22])[cH:17][c:18]([F:21])[cH:19][cH:20]1)[c:11](=[O:14])[cH:12][cH:13]2.